Dataset: the Open Reaction Database (ORD), a public repository of structured organic reaction records. Task: describe an organic reaction: reactants, conditions, products, and yield The reactants are ClC=1C=CC2=C(C(=NCC(=N2)NN=C(CO)C(=O)O)C2=C(C=CC=C2)Cl)C1 (7-chloro-2-[(1-carboxy-2-hydroxyethylidene)hydrazino]-5-(o-chlorophenyl)-3H-1,4-benzodiazepine), [N+](=[N-])=C (diazomethane). The product is ClC=1C=CC2=C(C(=NCC(=N2)NN=C(CO)C(=O)OC)C2=C(C=CC=C2)Cl)C1 (7-chloro-2-[[1-(methoxycarbonyl)-2-hydroxyethylidene]hydrazino]-5-(o-chlorophenyl)-3H-1,4-benzodiazepine). Reaction SMILES: [Cl:1][C:2]1[CH:3]=[CH:4][C:5]2[N:11]=[C:10]([NH:12][N:13]=[C:14]([C:17]([OH:19])=[O:18])[CH2:15][OH:16])[CH2:9][N:8]=[C:7]([C:20]3[CH:25]=[CH:24][CH:23]=[CH:22][C:21]=3[Cl:26])[C:6]=2[CH:27]=1.[N+](=[CH2:30])=[N-]>>[Cl:1][C:2]1[CH:3]=[CH:4][C:5]2[N:11]=[C:10]([NH:12][N:13]=[C:14]([C:17]([O:19][CH3:30])=[O:18])[CH2:15][OH:16])[CH2:9][N:8]=[C:7]([C:20]3[CH:25]=[CH:24][CH:23]=[CH:22][C:21]=3[Cl:26])[C:6]=2[CH:27]=1. Procedure details: In the manner given in Example 10, a solution of 7-chloro-2-[(1-carboxy-2-hydroxyethylidene)hydrazino]-5-(o-chlorophenyl)-3H-1,4-benzodiazepine can be treated with ethereal diazomethane to give 7-chloro-2-[[1-(methoxycarbonyl)-2-hydroxyethylidene]hydrazino]-5-(o-chlorophenyl)-3H-1,4-benzodiazepine. The yield is 98.8%. Run in C1(=CC=CC=C1)C (toluene). The reactants are BrC=1C=CC2=C(C=C(CCN2C=O)C(=O)OC)C1 (methyl 7-bromo-1-formyl-2,3-dihydro-1H-1-benzazepine-4-carboxylate), B(OC1=CC=C(C=C1)OCCOCC)([O-])[O-] (4-(2-ethoxyethoxy)phenyl borate), C([O-])([O-])=O.[K+].[K+] (potassium carbonate), C(C)O (ethanol). Conditions: time 30 minute. Product: C(C)OCCOC1=CC=C(C=C1)C=1C=CC2=C(C=C(CCN2C=O)C(=O)OC)C1 (methyl 7-[4-(2-ethoxyethoxy)phenyl]-1-formyl-2,3-dihydro-1H-1-benzazepine-4-carboxylate). The reagents and catalysts are C=1C=CC(=CC1)[P](C=2C=CC=CC2)(C=3C=CC=CC3)[Pd]([P](C=4C=CC=CC4)(C=5C=CC=CC5)C=6C=CC=CC6)([P](C=7C=CC=CC7)(C=8C=CC=CC8)C=9C=CC=CC9)[P](C=1C=CC=CC1)(C=1C=CC=CC1)C=1C=CC=CC1 (tetrakis(triphenylphosphine)palladium). As a reaction SMILES: Br[C:2]1[CH:3]=[CH:4][C:5]2[N:11]([CH:12]=[O:13])[CH2:10][CH2:9][C:8]([C:14]([O:16][CH3:17])=[O:15])=[CH:7][C:6]=2[CH:18]=1.B([O-])([O-])O[C:21]1[CH:26]=[CH:25][C:24]([O:27][CH2:28][CH2:29][O:30][CH2:31][CH3:32])=[CH:23][CH:22]=1.C(=O)([O-])[O-].[K+].[K+].C(O)C>C1C=CC([P]([Pd]([P](C2C=CC=CC=2)(C2C=CC=CC=2)C2C=CC=CC=2)([P](C2C=CC=CC=2)(C2C=CC=CC=2)C2C=CC=CC=2)[P](C2C=CC=CC=2)(C2C=CC=CC=2)C2C=CC=CC=2)(C2C=CC=CC=2)C2C=CC=CC=2)=CC=1.C1(C)C=CC=CC=1>[CH2:31]([O:30][CH2:29][CH2:28][O:27][C:24]1[CH:25]=[CH:26][C:21]([C:2]2[CH:3]=[CH:4][C:5]3[N:11]([CH:12]=[O:13])[CH2:10][CH2:9][C:8]([C:14]([O:16][CH3:17])=[O:15])=[CH:7][C:6]=3[CH:18]=2)=[CH:22][CH:23]=1)[CH3:32] |f:2.3.4,^1:47,49,68,87|. Procedure: A mixture of methyl 7-bromo-1-formyl-2,3-dihydro-1H-1-benzazepine-4-carboxylate (20 g), 4-(2-ethoxyethoxy)phenyl borate (14.9 g), 1M potassium carbonate solution (130 ml), ethanol (130 ml) and toluene (1000 ml) was stirred under argon atmosphere at room temperature for 30 minutes. To the mixture was added tetrakis(triphenylphosphine)palladium (3 g), and the mixture was refluxed under argon atmosphere for 15 hours and extracted with ethyl acetate. The organic layer was washed with water and satur... Reactants: ClC1=NC(=C(C(=O)NC2=CC(=C(C=C2)Cl)NC(C2=CC(=CC=C2)Cl)=O)C=C1)C (6-chloro-N-(4-chloro-3-(3-chlorobenzamido)phenyl)-2-methylnicotinamide), C[C@@H]1N[C@@H](CNC1)C (cis-2,6-dimethylpiperazine). The product is CC1=C(C(=O)N)C=CC=N1 (2-methylnicotinamide). Reaction SMILES: Cl[C:2]1[CH:27]=[CH:26][C:5]([C:6]([NH:8]C2C=CC(Cl)=C(NC(=O)C3C=CC=C(Cl)C=3)C=2)=[O:7])=[C:4]([CH3:28])[N:3]=1.C[C@H]1CNC[C@@H](C)N1>>[CH3:28][C:4]1[N:3]=[CH:2][CH:27]=[CH:26][C:5]=1[C:6]([NH2:8])=[O:7]. Procedure: 6-chloro-N-(4-chloro-3-(3-chlorobenzamido)phenyl)-2-methylnicotinamide (0.14 mmol) was used in general procedure 3 with cis-2,6-dimethylpiperazine (0.70 mmol). The product was purified by RP-HPLC to give N-(4-chloro-3-(3-chlorobenzamido)phenyl))-6-(3S,5R)-3-5-dimethylpiperazine-1-yl)-2-methylnicotinamide. MS (Q1) 512.0 (M)+ Reactants: NC1=C(N=NN1C(CCCC1=CC=CC=C1)C)C(=O)N (5-amino-1-(1-methyl-4-phenyl-butyl)-1H-[1,2,3]triazole-4-carboxamide), C1OC=2C=C(C=CC2O1)CC(=O)OC (methyl 3,4-methylenedioxyphenylacetate). Product: O1COC2=C1C=CC(=C2)CC=2NC(C1=C(N2)N(N=N1)C(CCCC1=CC=CC=C1)C)=O (5-Benzo[1,3]dioxol-5-ylmethyl-3-[1-methyl-4-phenyl-butyl]-3,6-dihydro-[1,2,3]triazolo[4,5-d]pyrimidin-7-one). Reaction SMILES: [NH2:1][C:2]1[N:6]([CH:7]([CH3:17])[CH2:8][CH2:9][CH2:10][C:11]2[CH:16]=[CH:15][CH:14]=[CH:13][CH:12]=2)[N:5]=[N:4][C:3]=1[C:18]([NH2:20])=[O:19].[CH2:21]1[O:29][C:28]2[CH:27]=[CH:26][C:25]([CH2:30][C:31](OC)=O)=[CH:24][C:23]=2[O:22]1>>[O:29]1[C:28]2[CH:27]=[CH:26][C:25]([CH2:30][C:31]3[NH:20][C:18](=[O:19])[C:3]4[N:4]=[N:5][N:6]([CH:7]([CH3:17])[CH2:8][CH2:9][CH2:10][C:11]5[CH:12]=[CH:13][CH:14]=[CH:15][CH:16]=5)[C:2]=4[N:1]=3)=[CH:24][C:23]=2[O:22][CH2:21]1. Procedure: Analogously to the procedure of Example 5, the title compound is prepared from 18 mg (0.066 mmol) of 5-amino-1-(1-methyl-4-phenyl-butyl)-1H-[1,2,3]triazole-4-carboxamide and 40.8 g (0.21 mmol) of methyl 3,4-methylenedioxyphenylacetate.